This data is from the Open Reaction Database (ORD), a public repository of structured organic reaction records. The task is: describe an organic reaction: reactants, conditions, products, and yield Reactants: [Br-].[Br-].C1(=CC=CC=C1)P(C1=CC=CC=C1)C1=CC=CC=C1 (Triphenylphosphine dibromide), FC1=CC(=C(C=C1)C1=CC=CC=C1)CO ((4-fluoro-[1,1′-biphenyl]-2-yl)methanol). Product: BrCC1=C(C=CC(=C1)F)C1=CC=CC=C1 (2-(Bromomethyl)-4-fluoro-1,1′-biphenyl). Reported procedure: Triphenylphosphine dibromide (35.5 g, 2 eq) was added in one portion to a solution of (4-fluoro-[1,1′-biphenyl]-2-yl)methanol (8.5 g, 42 mmol) in chloroform (250 mL). The reaction mixture was heated at 60° C. and left to stir overnight. The solid was filtered off and the solvent removed in vacuo. The resulting oil was purified by flash chromatography on silica, eluting with ethyl acetate/cyclohexane (0:100 to 30:70), to give the title compound as an oil. Solvent: C(Cl)(Cl)Cl (chloroform). As a reaction SMILES: [Br-:1].[Br-].C1(P(C2C=CC=CC=2)C2C=CC=CC=2)C=CC=CC=1.[F:22][C:23]1[CH:28]=[CH:27][C:26]([C:29]2[CH:34]=[CH:33][CH:32]=[CH:31][CH:30]=2)=[C:25]([CH2:35]O)[CH:24]=1>C(Cl)(Cl)Cl>[Br:1][CH2:35][C:25]1[CH:24]=[C:23]([F:22])[CH:28]=[CH:27][C:26]=1[C:29]1[CH:34]=[CH:33][CH:32]=[CH:31][CH:30]=1 |f:0.1.2|. Reaction conditions: temperature 60 celsius, time 8 hour. Starting materials: B, C1CCOC1, CSC, O=C(CCl)Nc1ccc2c(c1)COC2=O, Cl, [Na+], [OH-]. Product: O=C1OCc2cc(NCCCl)ccc21. Reaction SMILES: [BH3:19].[CH2:23]1[O:24][CH2:25][CH2:26][CH2:27]1.[CH3:16][S:17][CH3:18].[Cl:1][CH2:2][C:3](=[O:4])[NH:5][c:6]1[cH:7][c:8]2[c:12]([cH:13][cH:14]1)[C:11](=[O:15])[O:10][CH2:9]2.[ClH:20].[Na+:22].[OH-:21]>>[Cl:1][CH2:2][CH2:3][NH:5][c:6]1[cH:7][c:8]2[c:12]([cH:13][cH:14]1)[C:11](=[O:15])[O:10][CH2:9]2. Starting materials: C(C1=CC=CC=C1)=O (benzaldehyde), O1CCCC1 (tetrahydrofuran), N-substituted ethylideneamine, C(C)=NC1CCCCC1 (ethylidenecyclohexylamine). The product is OC(C=N)(C)C1=CC=CC=C1 (β-hydroxy-β-phenylpropylideneamine). RXN SMILES: [CH:1](=[O:8])[C:2]1[CH:7]=[CH:6][CH:5]=[CH:4][CH:3]=1.[CH:9](=[N:11]C1CCCCC1)C.O1CCC[CH2:19]1>>[OH:8][C:1]([C:2]1[CH:7]=[CH:6][CH:5]=[CH:4][CH:3]=1)([CH3:19])[CH:9]=[NH:11]. Reported procedure: The direct aldol condensation also takes place by reacting the benzaldehyde derivative with the anion of an N-substituted ethylideneamine, for example ethylidenecyclohexylamine. The reaction, which is preferably carried out in the cold in an aprotic solvent, for example tetrahydrofuran, provides a β-hydroxy-β-phenylpropylideneamine which, with simultaneous dehydration and imine hydrolysis in an acidic medium, for example in dilute hydrochloric acid, gives the corresponding cinnamaldehyde (G. Wit... The reactants are [Na] (sodium), C(C(=O)OCC)(=O)OCC (Diethyl oxalate), COCC(C)=O (methoxyacetone), S(O)(O)(=O)=O (sulphuric acid), ice water. The solvent is C(C)O (ethanol). Run at time 1 hour. The product is COCC(CC(C(=O)OCC)=O)=O (Ethyl 5-methoxy-2,4-dioxopentanoate). As a reaction SMILES: [Na].[C:2]([O:9][CH2:10][CH3:11])(=[O:8])[C:3]([O:5]CC)=O.[CH3:12][O:13][CH2:14][C:15](=[O:17])[CH3:16].S(=O)(=O)(O)O>C(O)C>[CH3:12][O:13][CH2:14][C:15](=[O:17])[CH2:16][C:3](=[O:5])[C:2]([O:9][CH2:10][CH3:11])=[O:8] |^1:0|. Reported procedure: Under nitrogen atmosphere sodium (1.61 g, 70.0 mmol) was dissolved in small pieces in a flask containing dry ethanol (150 ml). Diethyl oxalate (8.15 ml, 60 mmol) and methoxyacetone (5.52 ml, 60.0 mmol) were added with a syringe. The resulting mixture was stirred at RT for 1 h. The flask was put in an ice bath and into it a mixture of sulphuric acid and ice water was added dropwise. The resulting precipitate was filtered and washed with DCM. The ethanol/DCM filtrate was evaporated. The residue wa... Starting materials: CN(C=1OC2=C(N1)C=CC=C2)CCO (2-[N-methyl-N-(2-benzoxazolyl) amino]ethanol), C1(=CC=CC=C1)P(C1=CC=CC=C1)C1=CC=CC=C1 (triphenylphosphine), OC1=CC=C(C=O)C=C1 (4-hydroxybenzaldehyde), N(=NC(=O)OCC)C(=O)OCC (diethyl azodicarboxylate). Run in O1CCCC1 (tetrahydrofuran), O1CCCC1 (tetrahydrofuran). Product: CN(C=1OC2=C(N1)C=CC=C2)CCOC2=CC=C(C=O)C=C2 (4-[2-(N-Methyl-N-(2-benzoxazolyl)amino)ethoxy]-benzaldehyde). As a reaction SMILES: [CH3:1][N:2]([CH2:12][CH2:13][OH:14])[C:3]1[O:4][C:5]2[CH:11]=[CH:10][CH:9]=[CH:8][C:6]=2[N:7]=1.C1(P(C2C=CC=CC=2)C2C=CC=CC=2)C=CC=CC=1.O[C:35]1[CH:42]=[CH:41][C:38]([CH:39]=[O:40])=[CH:37][CH:36]=1.N(C(OCC)=O)=NC(OCC)=O>O1CCCC1>[CH3:1][N:2]([CH2:12][CH2:13][O:14][C:35]1[CH:42]=[CH:41][C:38]([CH:39]=[O:40])=[CH:37][CH:36]=1)[C:3]1[O:4][C:5]2[CH:11]=[CH:10][CH:9]=[CH:8][C:6]=2[N:7]=1. Procedure details: To a solution of 2-[N-methyl-N-(2-benzoxazolyl) amino]ethanol (9.6 g), triphenylphosphine (13.1 g) and 4-hydroxybenzaldehyde (6.1 g) in dry tetrahydrofuran (150 ml) was added dropwise a solution of diethyl azodicarboxylate (9.0 g) in dry tetrahydrofuran (30 ml), under a blanket of nitrogen with stirring at room temperature. The solution was stirred overnight at room temperature following which the solvent was removed under reduced pressure. The residue was dissolved in diethyl ether (300 ml), fi... Yields the product BrC=1C=C(N2N=CN=C(C21)N)CCCCBr (5-bromo-7-(4-bromobutyl)pyrrolo[2,1-f][1,2,4]triazin-4-amine). Reaction conditions: temperature 0 celsius, time 90 minute. As a reaction SMILES: [NH2:1][C:2]1[C:7]2=[C:8]([Br:16])[CH:9]=[C:10]([CH2:11][CH2:12][CH2:13][CH2:14]O)[N:6]2[N:5]=[CH:4][N:3]=1.C1(P(C2C=CC=CC=2)C2C=CC=CC=2)C=CC=CC=1.C(Br)(Br)(Br)[Br:37].O>O1CCCC1>[Br:16][C:8]1[CH:9]=[C:10]([CH2:11][CH2:12][CH2:13][CH2:14][Br:37])[N:6]2[C:7]=1[C:2]([NH2:1])=[N:3][CH:4]=[N:5]2. Isolated yield 81.7%. Starting materials: O (Water), NC1=NC=NN2C1=C(C=C2CCCCO)Br (4-(4-amino-5-bromopyrrolo[2,1-f][1,2,4]triazin-7-yl)butan-1-ol), C1(=CC=CC=C1)P(C1=CC=CC=C1)C1=CC=CC=C1 (triphenylphosphine), C(Br)(Br)(Br)Br (carbon tetrabromide). Reported procedure: To a cooled (0° C.) solution of 4-(4-amino-5-bromopyrrolo[2,1-f][1,2,4]triazin-7-yl)butan-1-ol (600 mg, 2.10 mmol) and triphenylphosphine (828 mg, 3.16 mmol) in tetrahydrofuran (15 mL) was added carbon tetrabromide (837 mg, 2.53 mmol). The reaction was stirred (0° C.) for 90 min and then was warmed to rt and stirred an additional 1 h. Water (25 mL) was added and the mixture was extracted with ethyl acetate (2×25 mL). The combined organics were dried (Na2SO4) and evaporated. The crude material wa... Run in O1CCCC1 (tetrahydrofuran).